From a dataset of the Open Reaction Database (ORD), a public repository of structured organic reaction records. describe an organic reaction: reactants, conditions, products, and yield The reactants are COC(=O)c1ccc(CBr)c(OC)c1, CN(C)C=O, CCCc1c[nH]c2cc(C=O)ccc12, [H-], [Na+]. The product is CCCc1cn(Cc2ccc(C(=O)OC)cc2OC)c2cc(C=O)ccc12. Reaction SMILES: [Br:17][CH2:18][c:19]1[c:20]([O:29][CH3:30])[cH:21][c:22]([C:23](=[O:24])[O:25][CH3:26])[cH:27][cH:28]1.[CH3:31][N:32]([CH3:33])[CH:34]=[O:35].[CH:1](=[O:2])[c:3]1[cH:4][cH:5][c:6]2[c:7]([CH2:12][CH2:13][CH3:14])[cH:8][nH:9][c:10]2[cH:11]1.[H-:15].[Na+:16]>>[CH:1](=[O:2])[c:3]1[cH:4][cH:5][c:6]2[c:7]([CH2:12][CH2:13][CH3:14])[cH:8][n:9]([CH2:18][c:19]3[c:20]([O:29][CH3:30])[cH:21][c:22]([C:23](=[O:24])[O:25][CH3:26])[cH:27][cH:28]3)[c:10]2[cH:11]1. Starting materials: aqueous solution, CN (methylamine), NC=1C(=CC(=C(C1)N1C=C(C(C2=CC(=C(C(=C12)Br)F)F)=O)C(=O)O)F)F (1-(5-amino-2,4-difluorophenyl)-8-bromo-6,7-difluoro-4-oxo-1,4-dihydroquinoline-3-carboxylic acid). Solvent: N1=CC=CC=C1 (pyridine). Conditions: time 2 hour. Product: NC=1C(=CC(=C(C1)N1C=C(C(C2=CC(=C(C(=C12)Br)NC)F)=O)C(=O)O)F)F (1-(5-Amino-2,4-difluorophenyl)-8-bromo-6-fluoro-7-methylamino-4-oxo-1,4-dihydroquinoline-3-carboxylic Acid). Reaction SMILES: [CH3:1][NH2:2].[NH2:3][C:4]1[C:5]([F:28])=[CH:6][C:7]([F:27])=[C:8]([N:10]2[C:19]3[C:14](=[CH:15][C:16]([F:22])=[C:17](F)[C:18]=3[Br:20])[C:13](=[O:23])[C:12]([C:24]([OH:26])=[O:25])=[CH:11]2)[CH:9]=1>N1C=CC=CC=1>[NH2:3][C:4]1[C:5]([F:28])=[CH:6][C:7]([F:27])=[C:8]([N:10]2[C:19]3[C:14](=[CH:15][C:16]([F:22])=[C:17]([NH:2][CH3:1])[C:18]=3[Br:20])[C:13](=[O:23])[C:12]([C:24]([OH:26])=[O:25])=[CH:11]2)[CH:9]=1. Reported procedure: A 40% aqueous solution (150 mg) of methylamine and 1-(5-amino-2,4-difluorophenyl)-8-bromo-6,7-difluoro-4-oxo-1,4-dihydroquinoline-3-carboxylic acid (150 mg) were added to pyridine (3 ml), and the mixture was stirred at room temperature for 2 hours. After the solvent was distilled off under reduced pressure, a mixed liquid of ethanol and diethyl ether was added to the residue, and solids were collected by filtration to obtain the title compound (40 mg) as a light brown powder. RXN SMILES: [CH2:1]([O:8][C:9]1[CH:14]=[CH:13][C:12]([NH:15][C:16]([NH:18][C:19]2[CH:24]=[CH:23][C:22]([Cl:25])=[C:21]([C:26]([F:29])([F:28])[F:27])[CH:20]=2)=[O:17])=[C:11]([OH:30])[CH:10]=1)[C:2]1[CH:7]=[CH:6][CH:5]=[CH:4][CH:3]=1.[H-].[Na+].[CH2:33](Br)Br.C(O)=O>CN1C(=O)N(C)CC1>[Cl:25][C:22]1[CH:23]=[CH:24][C:19]([NH:18][C:16]([N:15]2[C:12]3[CH:13]=[CH:14][C:9]([O:8][CH2:1][C:2]4[CH:3]=[CH:4][CH:5]=[CH:6][CH:7]=4)=[CH:10][C:11]=3[O:30][CH2:33]2)=[O:17])=[CH:20][C:21]=1[C:26]([F:29])([F:27])[F:28] |f:1.2|. Procedure details: To a solution of 1.4 g (3.2 mMol) of 1-(4-benzyloxy-2-hydroxy-phenyl)-3-(4-chloro-3-trifluoromethyl-phenyl)-urea in 420 ml DMEU, 700 mg NaH (55% in oil; 16 mMol) are given. After 15 min, 23 ml of CH2Br2 are added and stirring is continued for 6 h. Then 1 ml of formic acid is added and the resulting mixture is evaporated in HV. The residue is dissolved in EtOAc and water. The separated aq. phase is extracted twice with EtOAc. The organic layers are washed with water and brine, dried (Na2SO4) and ... Starting materials: C(C1=CC=CC=C1)OC1=CC(=C(C=C1)NC(=O)NC1=CC(=C(C=C1)Cl)C(F)(F)F)O (1-(4-benzyloxy-2-hydroxy-phenyl)-3-(4-chloro-3-trifluoromethyl-phenyl)-urea), C(=O)O (formic acid), [H-].[Na+] (NaH), C(Br)Br (CH2Br2). Product: ClC1=C(C=C(C=C1)NC(=O)N1COC2=C1C=CC(=C2)OCC2=CC=CC=C2)C(F)(F)F (6-Benzyloxy-benzooxazole-3-carboxylic acid (4-chloro-3-trifluoromethyl-phenyl)-amide). Conditions: time 15 minute. Solvent: CN1CCN(C1=O)C (DMEU). Starting materials: BrC(C(C)Br)=O (1,2-dibromo-propionaldehyde), C(C)OC(OCC)OCC (ortho-formic acid triethyl-ester). The solvent is C(C)O (ethanol). The product is C(C)OC(C(CBr)Br)OCC (2,3-dibromo-propionaldehyde diethyl-acetal). As a reaction SMILES: [Br:1][C:2](=O)[CH:3]([Br:5])C.C(O[CH:10]([O:14][CH2:15][CH3:16])[O:11][CH2:12][CH3:13])C>C(O)C>[CH2:15]([O:14][CH:10]([O:11][CH2:12][CH3:13])[CH:3]([Br:5])[CH2:2][Br:1])[CH3:16]. Reported procedure: 7 g of 1,2-dibromo-propionaldehyde are added to a mixture of 5 g of ortho-formic acid triethyl-ester and 10 ml of ethanol. The solution is refluxed for 2 hours, remains standing for a night, then it is vacuum-distilled.